Dataset: the Open Reaction Database (ORD), a public repository of structured organic reaction records. Task: describe an organic reaction: reactants, conditions, products, and yield Starting materials: ClC=1N=NC(=CC1)Cl (3,6-dichloropyridazine), CC1(NC(CC(C1)N)(C)C)C (2,2,6,6-tetramethylpiperidin-4-amine), crude mixture, C(CCC)O (n-butanol). Run in C(Cl)Cl (CH2Cl2), O (water). Reaction conditions: temperature 120 celsius, time 1 hour. Product: ClC1=CC=C(N=N1)NC1CC(NC(C1)(C)C)(C)C (6-chloro-N-(2,2,6,6-tetramethylpiperidin-4-yl)pyridazin-3-amine), Intermediate 1-2. Reaction SMILES: [Cl:1][C:2]1[N:3]=[N:4][C:5](Cl)=[CH:6][CH:7]=1.[CH3:9][C:10]1([CH3:19])[CH2:15][CH:14]([NH2:16])[CH2:13][C:12]([CH3:18])([CH3:17])[NH:11]1.C(O)CCC>O.C(Cl)Cl>[Cl:1][C:2]1[N:3]=[N:4][C:5]([NH:16][CH:14]2[CH2:15][C:10]([CH3:19])([CH3:9])[NH:11][C:12]([CH3:18])([CH3:17])[CH2:13]2)=[CH:6][CH:7]=1. Procedure: A mixture of 3,6-dichloropyridazine (6.26 g, 42 mmol) and 2,2,6,6-tetramethylpiperidin-4-amine (14.7 mL, 84 mmol) was stirred at 120° C. for 1 h, neat. To this crude mixture was added n-butanol (40 mL), and the reaction was stirred at 120° C. for 1 h. The crude reaction mixture was cooled to room temperature and diluted in water and CH2Cl2. The organic layer was dried over MgSO4, filtered, and concentrated. The crude material was recrystallized from CH3CN to give 6-chloro-N-(2,2,6,6-tetramethylp...